From a dataset of the Open Reaction Database (ORD), a public repository of structured organic reaction records. describe an organic reaction: reactants, conditions, products, and yield Starting materials: O=C([O-])[O-], CN1Cc2cc(B(O)O)ccc2C1=O, CC#N, [K+], [K+], CC(C)(C)OC(=O)NC1(C(=O)NC(Cc2ccc(I)cc2)C(N)=O)CCOCC1, O. The product is CN1Cc2cc(-c3ccc(CC(NC(=O)C4(NC(=O)OC(C)(C)C)CCOCC4)C(N)=O)cc3)ccc2C1=O. As a reaction SMILES: [C:1](=[O:2])([O-:3])[O-:4].[CH3:36][N:37]1[C:38](=[O:49])[c:39]2[cH:40][cH:41][c:42]([B:46]([OH:47])[OH:48])[cH:43][c:44]2[CH2:45]1.[CH3:51][C:52]#[N:53].[K+:5].[K+:6].[NH2:7][C:8]([CH:9]([CH2:10][c:11]1[cH:12][cH:13][c:14]([I:17])[cH:15][cH:16]1)[NH:18][C:19](=[O:20])[C:21]1([NH:27][C:28]([O:29][C:30]([CH3:31])([CH3:32])[CH3:33])=[O:34])[CH2:22][CH2:23][O:24][CH2:25][CH2:26]1)=[O:35].[OH2:50]>>[NH2:7][C:8]([CH:9]([CH2:10][c:11]1[cH:12][cH:13][c:14](-[c:42]2[cH:41][cH:40][c:39]3[c:44]([cH:43]2)[CH2:45][N:37]([CH3:36])[C:38]3=[O:49])[cH:15][cH:16]1)[NH:18][C:19](=[O:20])[C:21]1([NH:27][C:28]([O:29][C:30]([CH3:31])([CH3:32])[CH3:33])=[O:34])[CH2:22][CH2:23][O:24][CH2:25][CH2:26]1)=[O:35]. Starting materials: Cc1ccc(-c2ccc(S(=O)(=O)Nc3cc(N4CC(C)NC(C)C4)ccc3OCc3ccccc3)cc2)o1, CCO, CN(C)C=O, [H][H], [OH-]. The product is Cc1ccc(-c2ccc(S(=O)(=O)Nc3cc(N4CC(C)NC(C)C4)ccc3O)cc2)o1. Reaction SMILES: [CH3:1][CH:2]1[CH2:3][N:4]([c:9]2[cH:10][cH:11][c:12]([O:31][CH2:32][c:33]3[cH:34][cH:35][cH:36][cH:37][cH:38]3)[c:13]([NH:15][S:16](=[O:17])(=[O:18])[c:19]3[cH:20][cH:21][c:22](-[c:25]4[o:26][c:27]([CH3:30])[cH:28][cH:29]4)[cH:23][cH:24]3)[cH:14]2)[CH2:5][CH:6]([CH3:8])[NH:7]1.[CH3:42][CH2:43][OH:44].[CH3:45][N:46]([CH3:47])[CH:48]=[O:49].[H:40][H:41].[OH-:39]>>[CH3:1][CH:2]1[CH2:3][N:4]([c:9]2[cH:10][cH:11][c:12]([OH:31])[c:13]([NH:15][S:16](=[O:17])(=[O:18])[c:19]3[cH:20][cH:21][c:22](-[c:25]4[o:26][c:27]([CH3:30])[cH:28][cH:29]4)[cH:23][cH:24]3)[cH:14]2)[CH2:5][CH:6]([CH3:8])[NH:7]1.